Dataset: the Open Reaction Database (ORD), a public repository of structured organic reaction records. Task: describe an organic reaction: reactants, conditions, products, and yield The reactants are C(C)(C)(C)OC(NC1CCC(CC1)O)=O (tert-Butyl-4-hydroxycyclohexylcarbamate), C=1C=C[NH+]=CC1.[O-][Cr](=O)(=O)Cl (PCC). The solvent is C(Cl)Cl (DCM). Reaction conditions: time 2.5 hour. Product: O=C1CCC(CC1)NC(OC(C)(C)C)=O (tert-Butyl 4-oxocyclohexylcarbamate). Yield: 95.6%. Reaction SMILES: [C:1]([O:5][C:6](=[O:15])[NH:7][CH:8]1[CH2:13][CH2:12][CH:11]([OH:14])[CH2:10][CH2:9]1)([CH3:4])([CH3:3])[CH3:2].C1C=C[NH+]=CC=1.[O-][Cr](Cl)(=O)=O>C(Cl)Cl>[O:14]=[C:11]1[CH2:10][CH2:9][CH:8]([NH:7][C:6](=[O:15])[O:5][C:1]([CH3:3])([CH3:2])[CH3:4])[CH2:13][CH2:12]1 |f:1.2|. Reported procedure: tert-Butyl-4-hydroxycyclohexylcarbamate (17 g) and Celite (17 g) were suspended in dry DCM (100 mL). PCC (25.5 g) was added portion-wise within 10-15 minutes. The reaction was stirred under nitrogen for 2.5 hours. The solvent was removed under reduced pressure and the residue was re-dissolved in EtOAc/n-hexane (1000 mL) and filtered through celite. The organic layer was dried over Na2SO4. Evaporation of the solvents gave the title compound as a colorless solid (16.1 g, quantitative).